From a dataset of the Open Reaction Database (ORD), a public repository of structured organic reaction records. describe an organic reaction: reactants, conditions, products, and yield Reactants: ClC1=C(C=O)C=CC=C1 (o-Chlorobenzaldehyde), C1(=CC=C(C=C1)S(=O)(=O)O)C (p-toluenesulfonic acid), N1CCOCC1 (morpholine), [C-]#N.[K+] (KCN). Run in C(Cl)Cl.CCCCCC (CH2Cl2 hexane). The product is ClC1=C(C=CC=C1)C(C#N)N1CCOCC1 (α-(o-chlorophenyl)-4-morpholineacetonitrile). Reaction SMILES: [Cl:1][C:2]1[CH:9]=[CH:8][CH:7]=[CH:6][C:3]=1[CH:4]=O.C1(C)C=CC(S(O)(=O)=O)=CC=1.[NH:21]1[CH2:26][CH2:25][O:24][CH2:23][CH2:22]1.[C-:27]#[N:28].[K+]>C(Cl)Cl.CCCCCC>[Cl:1][C:2]1[CH:9]=[CH:8][CH:7]=[CH:6][C:3]=1[CH:4]([N:21]1[CH2:26][CH2:25][O:24][CH2:23][CH2:22]1)[C:27]#[N:28] |f:3.4,5.6|. Procedure details: As in Example 35, the following reactions are carried out. o-Chlorobenzaldehyde is reacted with p-toluenesulfonic acid, morpholine and KCN to give α-(o-chlorophenyl)-4-morpholineacetonitrile as crystals (from CH2Cl2 -hexane), m.p. 40°-42° C.